This data is from the Open Reaction Database (ORD), a public repository of structured organic reaction records. The task is: describe an organic reaction: reactants, conditions, products, and yield The reactants are ClCCl, O=C(OO)c1cccc(Cl)c1, COc1ccnc(CSc2nc3c(C(F)(F)F)cccc3[nH]2)c1. Product: COc1ccnc(CS(=O)c2nc3c(C(F)(F)F)cccc3[nH]2)c1. Reaction SMILES: [CH2:35]([Cl:36])[Cl:37].[Cl:1][c:2]1[cH:3][c:4]([C:9](=[O:6])[O:10][OH:11])[cH:5][cH:7][cH:8]1.[F:12][C:13]([c:14]1[cH:15][cH:16][cH:17][c:18]2[nH:19][c:20]([S:23][CH2:24][c:25]3[n:26][cH:27][cH:28][c:29]([O:31][CH3:32])[cH:30]3)[n:21][c:22]12)([F:33])[F:34]>>[O:6]=[S:23]([c:20]1[nH:19][c:18]2[cH:17][cH:16][cH:15][c:14]([C:13]([F:12])([F:33])[F:34])[c:22]2[n:21]1)[CH2:24][c:25]1[n:26][cH:27][cH:28][c:29]([O:31][CH3:32])[cH:30]1.